From a dataset of the Open Reaction Database (ORD), a public repository of structured organic reaction records. describe an organic reaction: reactants, conditions, products, and yield Procedure: A solution of {6-[5-(4-chloro-phenyl)-isoxazol-3-ylmethoxy]-benzofuran-3-yl}-acetic acid methyl ester (0.20 g, 0.50 mmol) in 8.0 ml of tetrahydrofuran was treated with lithium hydroxide monohydrate (0.10 g, 2.4 mmol), followed by 2.5 ml of water. The mixture was stirred at room temperature for 16 hours and added to 75 ml of water. The solution was made strongly acidic by the addition of 4.0 N hydrochloric acid. The precipitated product was extracted with ethyl acetate (4×75 ml). The combined org... The solvent is O1CCCC1 (tetrahydrofuran). Reaction SMILES: C[O:2][C:3](=[O:28])[CH2:4][C:5]1[C:9]2[CH:10]=[CH:11][C:12]([O:14][CH2:15][C:16]3[CH:20]=[C:19]([C:21]4[CH:26]=[CH:25][C:24]([Cl:27])=[CH:23][CH:22]=4)[O:18][N:17]=3)=[CH:13][C:8]=2[O:7][CH:6]=1.O.[OH-].[Li+].O.Cl>O1CCCC1>[Cl:27][C:24]1[CH:25]=[CH:26][C:21]([C:19]2[O:18][N:17]=[C:16]([CH2:15][O:14][C:12]3[CH:11]=[CH:10][C:9]4[C:5]([CH2:4][C:3]([OH:28])=[O:2])=[CH:6][O:7][C:8]=4[CH:13]=3)[CH:20]=2)=[CH:22][CH:23]=1 |f:1.2.3|. The product is ClC1=CC=C(C=C1)C1=CC(=NO1)COC1=CC2=C(C(=CO2)CC(=O)O)C=C1 ({6-[5-(4-Chloro-phenyl)-isoxazol-3-ylmethoxy]-benzofuran-3-yl}-acetic acid). Reactants: O (water), Cl (hydrochloric acid), COC(CC1=COC2=C1C=CC(=C2)OCC2=NOC(=C2)C2=CC=C(C=C2)Cl)=O ({6-[5-(4-chloro-phenyl)-isoxazol-3-ylmethoxy]-benzofuran-3-yl}-acetic acid methyl ester), O.[OH-].[Li+] (lithium hydroxide monohydrate), O (water). Conditions: time 16 hour.